Task: describe an organic reaction: reactants, conditions, products, and yield. Dataset: the Open Reaction Database (ORD), a public repository of structured organic reaction records Reactants: ClCCl, CCCCCCCCC=CCCCCCCCC(=O)NCC(O)CO, ClC(c1ccccc1)(c1ccccc1)c1ccccc1, c1ccncc1. Product: CCCCCCCCC=CCCCCCCCC(=O)NCC(O)COC(c1ccccc1)(c1ccccc1)c1ccccc1. Reaction SMILES: [Cl:52][CH2:53][Cl:54].[OH:1][CH:2]([CH2:3][NH:4][C:5]([CH2:6][CH2:7][CH2:8][CH2:9][CH2:10][CH2:11][CH2:12][CH:13]=[CH:14][CH2:15][CH2:16][CH2:17][CH2:18][CH2:19][CH2:20][CH2:21][CH3:22])=[O:23])[CH2:24][OH:25].[c:26]1([C:32]([c:33]2[cH:34][cH:35][cH:36][cH:37][cH:38]2)([c:39]2[cH:40][cH:41][cH:42][cH:43][cH:44]2)[Cl:45])[cH:27][cH:28][cH:29][cH:30][cH:31]1.[n:46]1[cH:47][cH:48][cH:49][cH:50][cH:51]1>>[OH:1][CH:2]([CH2:3][NH:4][C:5]([CH2:6][CH2:7][CH2:8][CH2:9][CH2:10][CH2:11][CH2:12][CH:13]=[CH:14][CH2:15][CH2:16][CH2:17][CH2:18][CH2:19][CH2:20][CH2:21][CH3:22])=[O:23])[CH2:24][O:25][C:32]([c:26]1[cH:27][cH:28][cH:29][cH:30][cH:31]1)([c:33]1[cH:34][cH:35][cH:36][cH:37][cH:38]1)[c:39]1[cH:40][cH:41][cH:42][cH:43][cH:44]1. As a reaction SMILES: [CH3:1][N:2]([CH2:4][CH2:5][CH2:6][O:7][C:8]1[CH:13]=[CH:12][C:11]([NH2:14])=[CH:10][C:9]=1[NH:15]C(=O)C)[CH3:3].CC(C)=O.[ClH:23]>>[ClH:23].[ClH:23].[ClH:23].[CH3:1][N:2]([CH2:4][CH2:5][CH2:6][O:7][C:8]1[CH:13]=[CH:12][C:11]([NH2:14])=[CH:10][C:9]=1[NH2:15])[CH3:3] |f:3.4.5.6|. Yields the product Cl.Cl.Cl.CN(C)CCCOC1=C(C=C(C=C1)N)N (2,4-diaminophenyl γ-N,N-dimethylaminopropyl ether trihydrochloride). Procedure details: 57 g of 2-acetylamino-4-aminophenyl γN,N-dimethylaminopropyl ether in 112 ml of hydrochloric acid (d=1.19) are heated for 75 minutes in a boiling water bath. The reaction medium is cooled and 75 ml of acetone are then added. The expected product precipitates in the form of the trihydrochloride, which melts at 236° C. with decomposition. The reactants are CN(C)CCCOC1=C(C=C(C=C1)N)NC(C)=O (2-acetylamino-4-aminophenyl γN,N-dimethylaminopropyl ether), Cl (hydrochloric acid), CC(=O)C (acetone). Starting materials: CC(C)(C)OC(=O)N1CCC(=O)CC1, [BH3-]C#N, CC(O)c1ccccc1N, CC(=O)O, CO, [Na+]. Yields the product CC(O)c1ccccc1NC1CCN(C(=O)OC(C)(C)C)CC1. Reaction SMILES: [C:11](=[O:12])([O:13][C:14]([CH3:15])([CH3:16])[CH3:17])[N:18]1[CH2:19][CH2:20][C:21](=[O:24])[CH2:22][CH2:23]1.[C:29]([BH3-:30])#[N:31].[CH3:1][CH:2]([OH:3])[c:4]1[c:5]([NH2:10])[cH:6][cH:7][cH:8][cH:9]1.[CH3:25][C:26](=[O:27])[OH:28].[CH3:33][OH:34].[Na+:32]>>[CH3:1][CH:2]([OH:3])[c:4]1[c:5]([NH:10][CH:21]2[CH2:20][CH2:19][N:18]([C:11](=[O:12])[O:13][C:14]([CH3:15])([CH3:16])[CH3:17])[CH2:23][CH2:22]2)[cH:6][cH:7][cH:8][cH:9]1.